From a dataset of the Open Reaction Database (ORD), a public repository of structured organic reaction records. describe an organic reaction: reactants, conditions, products, and yield Reactants: O=C([O-])[O-], BrCc1ccccc1, CC#N, N=C1SCCN1Cc1ccc(Cl)nc1, [K+], [K+]. The product is Clc1ccc(CN2CCSC2=NCc2ccccc2)cn1. RXN SMILES: [C:23](=[O:24])([O-:25])[O-:26].[CH2:15]([c:16]1[cH:17][cH:18][cH:19][cH:20][cH:21]1)[Br:22].[CH3:29][C:30]#[N:31].[Cl:1][c:2]1[cH:3][cH:4][c:5]([CH2:8][N:9]2[C:10](=[NH:14])[S:11][CH2:12][CH2:13]2)[cH:6][n:7]1.[K+:27].[K+:28]>>[Cl:1][c:2]1[cH:3][cH:4][c:5]([CH2:8][N:9]2[C:10](=[N:14][CH2:15][c:16]3[cH:17][cH:18][cH:19][cH:20][cH:21]3)[S:11][CH2:12][CH2:13]2)[cH:6][n:7]1. Starting materials: NC=1C=C(C(=C(C1)[C@]1(N=C(O[C@@H](C1)C(F)(F)F)N)C)F)F ((4S,6S)-4-(5-amino-2,3-difluorophenyl)-4-methyl-6-(trifluoromethyl)-5,6-dihydro-4H-1,3-oxazin-2-amine), ClC=1N=CC(=C2C=C(C=NC12)C#N)F (8-chloro-5-fluoro-1,7-naphthyridine-3-carbonitrile), ClC=1N=CC(=C2C=C(C=NC12)C#N)F (8-chloro-5-fluoro-1,7-naphthyridine-3-carbonitrile). Product: NC=1O[C@@H](C[C@@](N1)(C)C=1C=C(C=C(C1F)F)NC=1N=CC(=C2C=C(C=NC12)C#N)F)C(F)(F)F (8-((3-((4S,6S)-2-amino-4-methyl-6-(trifluoromethyl)-5,6-dihydro-4H-1,3-oxazin-4-yl)-4,5-difluorophenyl)amino)-5-fluoro-1,7-naphthyridine-3-carbonitrile). Reaction SMILES: [NH2:1][C:2]1[CH:3]=[C:4]([F:21])[C:5]([F:20])=[C:6]([C@:8]2([CH3:19])[CH2:13][C@@H:12]([C:14]([F:17])([F:16])[F:15])[O:11][C:10]([NH2:18])=[N:9]2)[CH:7]=1.Cl[C:23]1[N:24]=[CH:25][C:26]([F:35])=[C:27]2[C:32]=1[N:31]=[CH:30][C:29]([C:33]#[N:34])=[CH:28]2>>[NH2:18][C:10]1[O:11][C@H:12]([C:14]([F:17])([F:16])[F:15])[CH2:13][C@:8]([C:6]2[CH:7]=[C:2]([NH:1][C:23]3[N:24]=[CH:25][C:26]([F:35])=[C:27]4[C:32]=3[N:31]=[CH:30][C:29]([C:33]#[N:34])=[CH:28]4)[CH:3]=[C:4]([F:21])[C:5]=2[F:20])([CH3:19])[N:9]=1. Procedure details: The titled compound was synthesized by procedure and steps analogous to those described in Method B, Step 2, Example 8 above, but using (4S,6S)-4-(5-amino-2,3-difluorophenyl)-4-methyl-6-(trifluoromethyl)-5,6-dihydro-4H-1,3-oxazin-2-amine (17i, Example 163, Method Y step 9) and 8-chloro-5-fluoro-1,7-naphthyridine-3-carbonitrile (intermediate 17) in step 2. MS m/z=481.1 [M+H]+. Calculated for C21H14F6N6O: 480.4